This data is from the Open Reaction Database (ORD), a public repository of structured organic reaction records. The task is: describe an organic reaction: reactants, conditions, products, and yield Reactants: COC1=C(OCCN2CCNCC2)C=CC(=C1)B1OC(C(O1)(C)C)(C)C (1-(2-(2-methoxy-4-(4,4,5,5-tetramethyl-1,3,2-dioxaborolan-2-yl)phenoxy)ethyl)piperazine), C(=O)([O-])[O-].[Na+].[Na+] (Na2CO3), BrC=1C=C2C(=NC1)N(C=C2C=2C=C1C=CNC1=CC2)S(=O)(=O)C2=CC=C(C)C=C2 (5-bromo-3-(1H-indol-5-yl)-1-tosyl-1H-pyrrolo[2,3-b]pyridine), BrC=1C=C2C(=NC1)N(C=C2C=2C=C1C=CNC1=CC2)S(=O)(=O)C2=CC=C(C)C=C2 (5-bromo-3-(1H-indol-5-yl)-1-tosyl-1H-pyrrolo[2,3-b]pyridine), [OH-].[Na+] (NaOH). The reagents and catalysts are C1=CC=C(C=C1)P(C2=CC=CC=C2)C3=CC=CC=C3.C1=CC=C(C=C1)P(C2=CC=CC=C2)C3=CC=CC=C3.Cl[Pd]Cl (bis(triphenylphosphine)-palladium(II)dichloride). Run in CO (MeOH), CC#N (CH3CN), CC(=O)C (acetone). Reaction conditions: temperature 150 celsius, time 2 hour. The product is N1C=CC2=CC(=CC=C12)C1=CNC2=NC=C(C=C21)C2=CC(=C(C=C2)OCCN2CCNCC2)OC (3-(1H-indol-5-yl)-5-(3-methoxy-4-(2-(piperazin-1-yl)ethoxy)phenyl)-1H-pyrrolo[2,3-b]pyridine). Reaction SMILES: Br[C:2]1[CH:3]=[C:4]2[C:10]([C:11]3[CH:12]=[C:13]4[C:17](=[CH:18][CH:19]=3)[NH:16][CH:15]=[CH:14]4)=[CH:9][N:8](S(C3C=CC(C)=CC=3)(=O)=O)[C:5]2=[N:6][CH:7]=1.[CH3:30][O:31][C:32]1[CH:46]=[C:45](B2OC(C)(C)C(C)(C)O2)[CH:44]=[CH:43][C:33]=1[O:34][CH2:35][CH2:36][N:37]1[CH2:42][CH2:41][NH:40][CH2:39][CH2:38]1.C([O-])([O-])=O.[Na+].[Na+].[OH-].[Na+]>CC#N.CO.CC(C)=O.C1C=CC(P(C2C=CC=CC=2)C2C=CC=CC=2)=CC=1.C1C=CC(P(C2C=CC=CC=2)C2C=CC=CC=2)=CC=1.Cl[Pd]Cl>[NH:16]1[C:17]2[C:13](=[CH:12][C:11]([C:10]3[C:4]4[C:5](=[N:6][CH:7]=[C:2]([C:45]5[CH:44]=[CH:43][C:33]([O:34][CH2:35][CH2:36][N:37]6[CH2:38][CH2:39][NH:40][CH2:41][CH2:42]6)=[C:32]([O:31][CH3:30])[CH:46]=5)[CH:3]=4)[NH:8][CH:9]=3)=[CH:19][CH:18]=2)[CH:14]=[CH:15]1 |f:2.3.4,5.6,10.11.12|. Reported procedure: To a solution of 5-bromo-3-(1H-indol-5-yl)-1-tosyl-1H-pyrrolo[2,3-b]pyridine (Intermediate B) (92 mg, 0.20 mmol) in CH3CN (2 mL) in a Personal Chemistry microwave reaction vial was added 1-(2-(2-methoxy-4-(4,4,5,5-tetramethyl-1,3,2-dioxaborolan-2-yl)phenoxy)ethyl)piperazine (Intermediate AM) (72 mg, 0.20 mmol), bis(triphenylphosphine)-palladium(II)dichloride (20 mg, 0.028 mmol), and 1 M Na2CO3 (2 mL). The resulting mixture was de-gassed with Ar for 10 min, after which it was heated at 150° C. fo... Starting materials: C1(CCCCC1)N1N=CC(=C1C1=CC=C(C=C1)F)C(=O)N (1-cyclohexyl-5-(4-fluorophenyl)-1H-pyrazole-4-carboxamide), COC=1C=CC(=CC1)P2(=S)SP(=S)(S2)C=3C=CC(=CC3)OC (Lawesson's reagent). Run in C1CCOC1 (THF). Yields the product C1(CCCCC1)N1N=CC(=C1C1=CC=C(C=C1)F)C(N)=S (1-cyclohexyl-5-(4-fluorophenyl)-1H-pyrazole-4-carbothioamide). Yield: 87.4%. As a reaction SMILES: [CH:1]1([N:7]2[C:11]([C:12]3[CH:17]=[CH:16][C:15]([F:18])=[CH:14][CH:13]=3)=[C:10]([C:19]([NH2:21])=O)[CH:9]=[N:8]2)[CH2:6][CH2:5][CH2:4][CH2:3][CH2:2]1.COC1C=CC(P2(SP(C3C=CC(OC)=CC=3)(=S)S2)=[S:31])=CC=1>C1COCC1>[CH:1]1([N:7]2[C:11]([C:12]3[CH:17]=[CH:16][C:15]([F:18])=[CH:14][CH:13]=3)=[C:10]([C:19](=[S:31])[NH2:21])[CH:9]=[N:8]2)[CH2:6][CH2:5][CH2:4][CH2:3][CH2:2]1. Procedure: A solution of the compound (284 mg, 0.99 mmol) obtained in step 1 and Lawesson's reagent (360 mg, 0.89 mmol) in THF (4 mL) was stirred at 60° C. for 30 min. The reaction mixture was concentrated under reduced pressure, and the residue was purified by NH-silica gel column chromatography (solvent gradient; 5→95% ethyl acetate/hexane) to give 1-cyclohexyl-5-(4-fluorophenyl)-1H-pyrazole-4-carbothioamide (236 mg, 0.778 mmol, 79%) as a white powder. The reactants are P(CC)CC (Et2PH), P(CC)CC (Et2PH), N(=[N+]=[N-])[Si](C)(C)C (N3SiMe3). The product is C(C)P(=N[Si](C)(C)C)(N[Si](C)(C)C)CC (Diethyl(trimethylsilylamino)(trimethylsilylimino)phosphorane). Isolated yield 72.0%. RXN SMILES: [PH:1]([CH2:4][CH3:5])[CH2:2][CH3:3].[N:6]([Si:9]([CH3:12])([CH3:11])[CH3:10])=[N+]=[N-]>>[CH2:2]([P:1]([CH2:4][CH3:5])([NH:6][Si:9]([CH3:12])([CH3:11])[CH3:10])=[N:6][Si:9]([CH3:12])([CH3:11])[CH3:10])[CH3:3]. Reported procedure: This compound was synthesized as above by using Et2PH instead of Ph2PH. Et2PH (2.00 mL, 17.4 mmol, d=0.7862) and N3SiMe3 (5.00 mL, 35.8 mmol, d=0.868, 95%) were refluxed overnight in a round bottom flask with a reflux condenser under a positive pressure of nitrogen. After 12 hours the product was distilled through a short path distillation apparatus (0.01 mm, 56-60° C.) to yield a clear liquid (3.30 g, 72%). 1H NMR (C6D6): δ 1.12 (overlapping dq, CH2, 4H), 0.84 (overlapping dt, CH3, JHP=17.3 Hz,... Starting materials: CCc1cc(C=O)ccc1N=C1SCC2(CCCC2)N1C1CCCC1, C1CCNCC1, CCO, N#CCC#N. Product: CCc1cc(C=C(C#N)C#N)ccc1N=C1SCC2(CCCC2)N1C1CCCC1. Reaction SMILES: [CH2:1]([CH3:2])[c:3]1[c:4]([N:11]=[C:12]2[N:13]([CH:21]3[CH2:22][CH2:23][CH2:24][CH2:25]3)[C:14]3([CH2:15][S:16]2)[CH2:17][CH2:18][CH2:19][CH2:20]3)[cH:5][cH:6][c:7]([CH:9]=[O:10])[cH:8]1.[CH2:31]1[CH2:32][CH2:33][NH:34][CH2:35][CH2:36]1.[CH3:37][CH2:38][OH:39].[N:26]#[C:27][CH2:28][C:29]#[N:30]>>[CH2:1]([CH3:2])[c:3]1[c:4]([N:11]=[C:12]2[N:13]([CH:21]3[CH2:22][CH2:23][CH2:24][CH2:25]3)[C:14]3([CH2:15][S:16]2)[CH2:17][CH2:18][CH2:19][CH2:20]3)[cH:5][cH:6][c:7]([CH:9]=[C:28]([C:27]#[N:26])[C:29]#[N:30])[cH:8]1. Reactants: ice, [H-].[Na+] (NaH), C(C)OC(COC1=CC=C(C=C1)NCC)=O ((4-ethylamino-phenoxy)-acetic acid ethyl ester), ClCC1=C(N=C(S1)C1=CC=C(C=C1)C(F)(F)F)C (5-chloromethyl-4-methyl-2-(4-trifluoromethyl-phenyl)-thiazole), [Na+].[I-] (NaI). Run in O (water), CCOCC (Et2O), CN(C)C=O (DMF). Run at time 4 hour. Product: C(C)OC(COC1=CC=C(C=C1)N(CC1=C(N=C(S1)C1=CC=C(C=C1)C(F)(F)F)C)CC)=O ((4-{ethyl-[4-methyl-2-(4-trifluoromethyl-phenyl)-thiazol-5-ylmethyl]-amino}-phenoxy)-acetic acid ethyl ester). Isolated yield 69.7%. As a reaction SMILES: [CH2:1]([O:3][C:4](=[O:16])[CH2:5][O:6][C:7]1[CH:12]=[CH:11][C:10]([NH:13][CH2:14][CH3:15])=[CH:9][CH:8]=1)[CH3:2].Cl[CH2:18][C:19]1[S:23][C:22]([C:24]2[CH:29]=[CH:28][C:27]([C:30]([F:33])([F:32])[F:31])=[CH:26][CH:25]=2)=[N:21][C:20]=1[CH3:34].[Na+].[I-].[H-].[Na+]>CN(C=O)C.CCOCC.O>[CH2:1]([O:3][C:4](=[O:16])[CH2:5][O:6][C:7]1[CH:12]=[CH:11][C:10]([N:13]([CH2:14][CH3:15])[CH2:18][C:19]2[S:23][C:22]([C:24]3[CH:29]=[CH:28][C:27]([C:30]([F:33])([F:32])[F:31])=[CH:26][CH:25]=3)=[N:21][C:20]=2[CH3:34])=[CH:9][CH:8]=1)[CH3:2] |f:2.3,4.5|. Procedure details: To an ice-cooled and stirred solution of crude (4-ethylamino-phenoxy)-acetic acid ethyl ester (0.243 g, containing 0.214 g, 0.96 mmol), 5-chloromethyl-4-methyl-2-(4-trifluoromethyl-phenyl)-thiazole (0.308 g, 1.05 mmol, WO02/28433) and NaI (0.144 g, 0.96 mmol) in DMF (3 ml) was added NaH (55% in oil, 0.063 g, 1.44 mmol). The reaction was stirred at RT for 4 h, water was added and diluted with Et2O and extracted with aqueous saturated NaHCO3/Et2O (3×). The organic phases were washed with aqueous s...